From a dataset of the Open Reaction Database (ORD), a public repository of structured organic reaction records. describe an organic reaction: reactants, conditions, products, and yield Reactants: C(C)C(CC)C=1C=2N(N=C(C1)C)C(=C(N2)C)I (8-(1-ethyl-propyl)-3-iodo-2,6-dimethyl-imidazo[1,2-b]pyridazine), BrC1=CSC2=NC=CC=C21 (3-Bromo-thieno[2,3-b]pyridine), C(CCC)[Li] (n-butyl lithium). The reagents and catalysts are C1=CC=C(C=C1)P([C-]2C=CC=C2)C3=CC=CC=C3.C1=CC=C(C=C1)P([C-]2C=CC=C2)C3=CC=CC=C3.Cl[Pd]Cl.[Fe+2] (PdCl2(dppf)), [Cl-].[Cl-].[Zn+2] (ZnCl2). Solvent: C1CCOC1 (THF), CCCCCC (hexane), C1CCOC1 (THF). Run at temperature -78 celsius, time 10 minute. The product is BrC1=C(SC2=NC=CC=C21)C2=C(N=C1N2N=C(C=C1C(CC)CC)C)C (3-(3-bromo-thieno[2,3-b]pyridin-2-yl)-8-(1-ethyl-propyl)-2,6-dimethyl-imidazo[1,2-b]pyridazine), reduced compound. Yield: 14.3%. RXN SMILES: [Br:1][C:2]1[C:10]2[C:5](=[N:6][CH:7]=[CH:8][CH:9]=2)[S:4][CH:3]=1.C([Li])CCC.[CH2:16]([CH:18]([C:21]1[C:22]2[N:23]([C:28](I)=[C:29]([CH3:31])[N:30]=2)[N:24]=[C:25]([CH3:27])[CH:26]=1)[CH2:19][CH3:20])[CH3:17]>C1COCC1.CCCCCC.[Cl-].[Cl-].[Zn+2].C1C=CC(P(C2C=CC=CC=2)[C-]2C=CC=C2)=CC=1.C1C=CC(P(C2C=CC=CC=2)[C-]2C=CC=C2)=CC=1.Cl[Pd]Cl.[Fe+2]>[Br:1][C:2]1[C:10]2[C:5](=[N:6][CH:7]=[CH:8][CH:9]=2)[S:4][C:3]=1[C:28]1[N:23]2[N:24]=[C:25]([CH3:27])[CH:26]=[C:21]([CH:18]([CH2:16][CH3:17])[CH2:19][CH3:20])[C:22]2=[N:30][C:29]=1[CH3:31] |f:5.6.7,8.9.10.11|. Reported procedure: 214 mg of 3-Bromo-thieno[2,3-b]pyridine (1.0 mmol) is dissolved in 1.5 ml of dry THF and cooled to −78° C. 0.44 ml of n-butyl lithium 2.5M in hexane is added slowly and stirred at −78° C. for 10 min. 2.2 ml of 0.5 M ZnCl2 in THF (1.1 mmol) is added and stirred at room temperature for 20 min. 274 mg of 8-(1-ethyl-propyl)-3-iodo-2,6-dimethyl-imidazo[1,2-b]pyridazine (0.8 mmol) and 33 mg of PdCl2(dppf) (0.04 mmol) are added. The reaction vial is capped and heated at 80° C. for 3 days. The reaction ... Starting materials: O=C([O-])[O-], CC#N, [K+], [K+], O=C(NC1CCNC1)C12CC3CC(CC(C3)C1)C2, Cc1ccc(S(=O)(=O)OCCc2ccc(C#N)cc2)cc1. Yields the product N#Cc1ccc(CCN2CCC(NC(=O)C34CC5CC(CC(C5)C3)C4)C2)cc1. As a reaction SMILES: [C:40](=[O:41])([O-:42])[O-:43].[CH3:46][C:47]#[N:48].[K+:44].[K+:45].[NH:1]1[CH2:2][CH:3]([NH:6][C:7](=[O:8])[C:9]23[CH2:10][CH:11]4[CH2:12][CH:13]([CH2:14][CH:15]([CH2:16]2)[CH2:17]4)[CH2:18]3)[CH2:4][CH2:5]1.[c:19]1([CH3:20])[cH:21][cH:22][c:23]([S:24]([O:25][CH2:29][CH2:30][c:31]2[cH:32][cH:33][c:34]([C:37]#[N:38])[cH:35][cH:36]2)(=[O:26])=[O:27])[cH:28][cH:39]1>>[N:1]1([CH2:29][CH2:30][c:31]2[cH:32][cH:33][c:34]([C:37]#[N:38])[cH:35][cH:36]2)[CH2:2][CH:3]([NH:6][C:7](=[O:8])[C:9]23[CH2:10][CH:11]4[CH2:12][CH:13]([CH2:14][CH:15]([CH2:16]2)[CH2:17]4)[CH2:18]3)[CH2:4][CH2:5]1. Reactants: O (water), solution, CC(C)C[Al]CC(C)C (Dibal-H), C(C)(C)(C)OC(=O)NC1C(N(CCC1)C(=O)OCC1=CC=CC=C1)CC(=O)OCC (benzyl (2RS,3SR)-3-[(tert-butoxycarbonyl)amino]-2-(2-ethoxy-2-oxoethyl)piperidine-1-carboxylate). Solvent: C1(=CC=CC=C1)C (toluene), C1(=CC=CC=C1)C (toluene). Conditions: temperature -78 celsius. Yields the product C(C)(C)(C)OC(=O)NC1C(N(CCC1)C(=O)OCC1=CC=CC=C1)CCO (benzyl (2RS,3SR)-3-[(tert-butoxycarbonyl)amino]-2-(2-hydroxyethyl)piperidine-1-carboxylate). The yield is 67.4%. Reaction SMILES: CC(C[Al]CC(C)C)C.[C:10]([O:14][C:15]([NH:17][CH:18]1[CH2:23][CH2:22][CH2:21][N:20]([C:24]([O:26][CH2:27][C:28]2[CH:33]=[CH:32][CH:31]=[CH:30][CH:29]=2)=[O:25])[CH:19]1[CH2:34][C:35](OCC)=[O:36])=[O:16])([CH3:13])([CH3:12])[CH3:11].O>C1(C)C=CC=CC=1>[C:10]([O:14][C:15]([NH:17][CH:18]1[CH2:23][CH2:22][CH2:21][N:20]([C:24]([O:26][CH2:27][C:28]2[CH:33]=[CH:32][CH:31]=[CH:30][CH:29]=2)=[O:25])[CH:19]1[CH2:34][CH2:35][OH:36])=[O:16])([CH3:13])([CH3:12])[CH3:11] |^1:3|. Reported procedure: 1.0 M of a solution (3.15 mL) of Dibal-H in toluene was added dropwise to the compound 13 (440 mg) and toluene (8 mL) with stirring at −78° C. The reaction mixture was stirred at room temperature for 3 hours and then added water at 0° C. Generated salt was removed by filtration with Celite (trade name) and then the filtrate was extracted with ethyl acetate. The extract was dried over anhydrous magnesium sulfate and then concentrated. The obtained residue was dissolved in methanol (2 mL) and then... The reactants are Au, Bi, C(C)(=O)O (acetic acid), C1(=CC=CC=C1)C (toluene). Reagents/catalysts: [Pd] (Pd), [Pd] (Pd). Yields the product C(C)(=O)OCC1=CC=CC=C1 (benzyl acetate). RXN SMILES: [C:1]([OH:4])(=[O:3])[CH3:2].[C:5]1([CH3:11])[CH:10]=[CH:9][CH:8]=[CH:7][CH:6]=1>[Pd]>[C:1]([O:4][CH2:11][C:5]1[CH:10]=[CH:9][CH:8]=[CH:7][CH:6]=1)(=[O:3])[CH3:2]. Reported procedure: Using a catalyst consisting of 0.6% Pd, 0.5% Au and 1.0% Bi, without added promoter, under the following reaction conditions: 150° C.; 1100 psig air pressure, reaction time: 3 hours and 1:1 molar ratio of acetic acid to toluene, 1016 grams of benzyl acetate per gram Pd are obtained. The reactants are FC1=C(C=CC=C1)C(S(=O)(=O)C1=CC=C(C)C=C1)[N+]#[C-] (1-Fluoro-2-(isocyano(tosyl)methyl)benzene), N1CCNCC1 (piperazine), C(C)(CC)NC=1SC2=NC(=CC=C2N1)C=O (2-(sec-butylamino)thiazolo[5,4-b]pyridine-5-carbaldehyde), [NH4+].[OH-] (NH4OH). Run in C1CCOC1 (THF), CCOC(=O)C (EtOAc). Reaction conditions: time 8 hour. The product is C(C)(CC)NC=1SC2=NC(=CC=C2N1)C1=C(N=CN1)C1=C(C=CC=C1)F (N-sec-butyl-5-(4-(2-fluorophenyl)-1H-imidazol-5-yl)thiazolo[5,4-b]pyridin-2-amine). The yield is 25.9%. Reaction SMILES: [CH:1]([NH:5][C:6]1[S:7][C:8]2[C:13]([N:14]=1)=[CH:12][CH:11]=[C:10]([CH:15]=O)[N:9]=2)([CH2:3][CH3:4])[CH3:2].[NH4+].[OH-].[F:19][C:20]1[CH:25]=[CH:24][CH:23]=[CH:22][C:21]=1[CH:26]([N+:37]#[C-:38])S(C1C=CC(C)=CC=1)(=O)=O.[NH:39]1CCNCC1>C1COCC1.CCOC(C)=O>[CH:1]([NH:5][C:6]1[S:7][C:8]2[C:13]([N:14]=1)=[CH:12][CH:11]=[C:10]([C:15]1[NH:39][CH:38]=[N:37][C:26]=1[C:21]1[CH:22]=[CH:23][CH:24]=[CH:25][C:20]=1[F:19])[N:9]=2)([CH2:3][CH3:4])[CH3:2] |f:1.2|. Procedure: A solution of 2-(sec-butylamino)thiazolo[5,4-b]pyridine-5-carbaldehyde (presumed 0.24 mmol, 1.0 eq.) and concentrated aqueous NH4OH (0.050 mL) in THF (0.8 mL) was stirred overnight. 1-Fluoro-2-(isocyano(tosyl)methyl)benzene (0.0841 g, 0.291 mmol, 1.2 eq.) and piperazine (0.0394 g, 0.457 mmol, 1.9 eq.) were added, and the reaction mixture was stirred overnight. It was then diluted with EtOAc and washed with water, saturated aqueous NaHCO3, and brine, dried over Na2SO4, filtered, and concentrated ... Starting materials: C1CCOC1, C[Si](C)(C)C=[N+]=[N-], CCOCC, CC#N, O=C(Cl)Cc1ccc(C(F)(F)F)cc1. Product: [N-]=[N+]=CC(=O)Cc1ccc(C(F)(F)F)cc1. As a reaction SMILES: [CH2:27]1[O:28][CH2:29][CH2:30][CH2:31]1.[CH3:15][Si:16]([CH3:17])([CH3:18])[CH:19]=[N+:20]=[N-:21].[CH3:22][CH2:23][O:24][CH2:25][CH3:26].[CH3:32][C:33]#[N:34].[F:1][C:2]([c:3]1[cH:4][cH:5][c:6]([CH2:9][C:10](=[O:11])[Cl:12])[cH:7][cH:8]1)([F:13])[F:14]>>[F:1][C:2]([c:3]1[cH:4][cH:5][c:6]([CH2:9][C:10](=[O:11])[CH:19]=[N+:20]=[N-:21])[cH:7][cH:8]1)([F:13])[F:14]. Reactants: BrCCOCC (2-bromoethylethyl ether), O (water), BrC1=CC(=C(C=C1)O)F (4-bromo-2-fluorophenol), C([O-])([O-])=O.[K+].[K+] (potassium carbonate), BrCCOCC (2-bromoethylethyl ether). The solvent is CN(C)C=O (DMF). Reaction conditions: time 18 hour. Product: BrC1=CC(=C(C=C1)OCCOCC)F (4-bromo-1-(2-ethoxyethoxy)-2-fluorobenzene). Reaction SMILES: [Br:1][C:2]1[CH:7]=[CH:6][C:5]([OH:8])=[C:4]([F:9])[CH:3]=1.C(=O)([O-])[O-].[K+].[K+].Br[CH2:17][CH2:18][O:19][CH2:20][CH3:21].O>CN(C=O)C>[Br:1][C:2]1[CH:7]=[CH:6][C:5]([O:8][CH2:17][CH2:18][O:19][CH2:20][CH3:21])=[C:4]([F:9])[CH:3]=1 |f:1.2.3|. Reported procedure: To a mixture of 4-bromo-2-fluorophenol (10.07 g) and potassium carbonate (9.5 g) in DMF (100 ml) was added at room temperature 2-bromoethylethyl ether (6.0 ml), and the mixture was stirred for 18 hours. To the mixture was added 2-bromoethylethyl ether (1.2 ml), and the mixture was stirred at 55° C. for 5 hours. To the mixture was added water, and the mixture was extracted with ethyl acetate. The organic layer was washed with water (thrice) and saturated brine (once), and dried with magnesium sul...